describe an organic reaction: reactants, conditions, products, and yield From a dataset of the Open Reaction Database (ORD), a public repository of structured organic reaction records. Yields the product COCCN(CC(=O)N1CC(=O)N(c2cccc(Cl)c2C)C1)C(=O)c1ccc(C)c(Cl)c1. Reactants: CN1CCCC1=O, COCCNCC(=O)N1CC(=O)N(c2cccc(Cl)c2C)C1, Cc1ccc(C(=O)O)cc1Cl. Reaction SMILES: [CH3:34][N:35]1[CH2:36][CH2:37][CH2:38][C:39]1=[O:40].[Cl:1][c:2]1[c:3]([CH3:22])[c:4]([N:8]2[CH2:9][N:10]([C:14]([CH2:15][NH:16][CH2:17][CH2:18][O:19][CH3:20])=[O:21])[CH2:11][C:12]2=[O:13])[cH:5][cH:6][cH:7]1.[Cl:23][c:24]1[cH:25][c:26]([C:27](=[O:28])[OH:29])[cH:30][cH:31][c:32]1[CH3:33]>>[Cl:1][c:2]1[c:3]([CH3:22])[c:4]([N:8]2[CH2:9][N:10]([C:14]([CH2:15][N:16]([CH2:17][CH2:18][O:19][CH3:20])[C:27]([c:26]3[cH:25][c:24]([Cl:23])[c:32]([CH3:33])[cH:31][cH:30]3)=[O:28])=[O:21])[CH2:11][C:12]2=[O:13])[cH:5][cH:6][cH:7]1. As a reaction SMILES: [C:1]([NH2:5])(=[O:4])[CH:2]=[CH2:3].[SH:6][CH2:7][C:8]([OH:10])=[O:9].[OH-:11].[Na+].Cl.[CH2:14]=O>O>[C:8]([CH2:7][S:6][CH2:3][CH2:2][C:1]([NH:5][CH2:14][OH:11])=[O:4])([OH:10])=[O:9] |f:2.3|. Reported procedure: To a solution of 106.6 parts (1.5 moles) of acrylamide in 250 parts of deionised water are added, over 10 minutes, 138 parts (1.5 moles) of mercaptoacetic acid. The temperature of the reaction mixture rises to 35° C. in the course of the ensuing exothermic reaction. When the addition of the mercaptoacetic acid is complete, the pH of the reaction mixture is adjusted to 10.0 by addition of 100 parts of 30% aqueous sodium hydroxide solution. The reaction mixture is then heated to reflux temperature... Run at temperature 98 celsius, time 1 hour. Reactants: SCC(=O)O (mercaptoacetic acid), 100, [OH-].[Na+] (sodium hydroxide), C=O (paraformaldehyde), [OH-].[Na+] (sodium hydroxide), 10.0, Cl (hydrochloric acid), SCC(=O)O (mercaptoacetic acid), 106.6, C(C=C)(=O)N (acrylamide). Yields the product C(=O)(O)CSCCC(=O)NCO (3-carboxymethylthio-N-hydroxymethylpropionamide). Solvent: O (water). Starting materials: O=C1OCC[C@@H]1N1CCN(CCC1=O)C1=CC(=CC=C1)C(F)(F)F (4-((S)-2-oxo-tetrahydro-furan-3-yl)-1-(3-trifluoromethyl-phenyl)-[1,4]diazepan-5-one), CNC (dimethylamine). Product: OCC[C@@H](C(=O)N(C)C)N1CCN(CCC1=O)C1=CC(=CC=C1)C(F)(F)F ((S)-4-Hydroxy-N,N-dimethyl-2-[7-oxo-4-(3-trifluoromethyl-phenyl)-[1,4]diazepan-1-yl]-butyramide). RXN SMILES: [O:1]=[C:2]1[C@@H:6]([N:7]2[C:13](=[O:14])[CH2:12][CH2:11][N:10]([C:15]3[CH:20]=[CH:19][CH:18]=[C:17]([C:21]([F:24])([F:23])[F:22])[CH:16]=3)[CH2:9][CH2:8]2)[CH2:5][CH2:4][O:3]1.[CH3:25][NH:26][CH3:27]>>[OH:3][CH2:4][CH2:5][C@H:6]([N:7]1[C:13](=[O:14])[CH2:12][CH2:11][N:10]([C:15]2[CH:20]=[CH:19][CH:18]=[C:17]([C:21]([F:23])([F:22])[F:24])[CH:16]=2)[CH2:9][CH2:8]1)[C:2]([N:26]([CH3:27])[CH3:25])=[O:1]. Reported procedure: In analogy to the procedure described in example 17A, 4-((S)-2-oxo-tetrahydro-furan-3-yl)-1-(3-trifluoromethyl-phenyl)-[1,4]diazepan-5-one (example 7) and dimethylamine (5.6 M in EtOH) gave the title compound in quantitative yield as an yellow oil. MS: 388.1 (MH+). Reactants: CC(NC(=O)C1(NC(=O)OC(C)(C)C)CCC(NCc2ccccc2)CC1)c1ccc(F)cc1, [H][H]. The product is CC(NC(=O)C1(NC(=O)OC(C)(C)C)CCC(N)CC1)c1ccc(F)cc1. Reaction SMILES: [CH2:1]([c:2]1[cH:3][cH:4][cH:5][cH:6][cH:7]1)[NH:8][CH:9]1[CH2:10][CH2:11][C:12]([C:15]([NH:16][CH:17]([CH3:18])[c:19]2[cH:20][cH:21][c:22]([F:25])[cH:23][cH:24]2)=[O:26])([NH:27][C:28]([O:29][C:30]([CH3:31])([CH3:32])[CH3:33])=[O:34])[CH2:13][CH2:14]1.[H:35][H:36]>>[NH2:8][CH:9]1[CH2:10][CH2:11][C:12]([C:15]([NH:16][CH:17]([CH3:18])[c:19]2[cH:20][cH:21][c:22]([F:25])[cH:23][cH:24]2)=[O:26])([NH:27][C:28]([O:29][C:30]([CH3:31])([CH3:32])[CH3:33])=[O:34])[CH2:13][CH2:14]1. Reactants: C(O)([O-])=O.[Na+] (sodium hydrogen carbonate), C(CCCC)C(CO)CO (2-n-Pentylpropan-1,3-diol), BrC1=CC=C(C=O)C=C1 (4-bromobenzaldehyde), C1(=CC=C(C=C1)S(=O)(=O)O)C (4-toluenesulphonic acid). Solvent: C1(=CC=CC=C1)C (toluene). Product: BrC1=CC=C(C=C1)C1OCC(CO1)CCCCC (2-(4'-Bromophenyl)-5-n-pentyl-1,3-dioxane). RXN SMILES: [CH2:1]([CH:6]([CH2:9][OH:10])[CH2:7][OH:8])[CH2:2][CH2:3][CH2:4][CH3:5].[Br:11][C:12]1[CH:19]=[CH:18][C:15]([CH:16]=O)=[CH:14][CH:13]=1.C1(C)C=CC(S(O)(=O)=O)=CC=1.C(=O)([O-])O.[Na+]>C1(C)C=CC=CC=1>[Br:11][C:12]1[CH:19]=[CH:18][C:15]([CH:16]2[O:10][CH2:9][CH:6]([CH2:1][CH2:2][CH2:3][CH2:4][CH3:5])[CH2:7][O:8]2)=[CH:14][CH:13]=1 |f:3.4|. Procedure: A mixture of compound from Example 6 (31 g, 0.21 mol), 4-bromobenzaldehyde (38.8 g, 0.21 mol) and 4-toluenesulphonic acid (110 mg) in dry toluene (200 cm3) was heated under reflux (3 h) using a Dean and Stark apparatus. On cooling to room temperature the mixture was poured into aqueous sodium hydrogen carbonate solution (5%, 70 cm3) and the separated organic layer washed with aqueous sodium hydrogen carbonate solution (5%, 2×60 cm3), water (2×60 cm3) and dried (MgSO4). The solvent was removed in...